From a dataset of the Open Reaction Database (ORD), a public repository of structured organic reaction records. describe an organic reaction: reactants, conditions, products, and yield The reactants are [O-]S(=O)S(=O)[O-].[Na+].[Na+] (Na2S2O4), N (ammonia), FC1=C(C(=CC=C1)F)C(=O)N1CCN(CC1)C1=NC=C(C=C1C)[N+](=O)[O-] ((2,6-difluoro-phenyl)-[4-(3-methyl-5-nitro-pyridin-2-yl)-piperazin-1-yl]-methanone). Run in C1CCOC1.O (THF H2O). Run at time 30 minute. Yields the product NC=1C=C(C(=NC1)N1CCN(CC1)C(=O)C1=C(C=CC=C1F)F)C ([4-(5-amino-3-methyl-pyridin-2-yl)-piperazin-1-yl]-(2,6-difluoro-phenyl)-methanone). The yield is 43.6%. Reaction SMILES: [O-]S(S([O-])=O)=O.[Na+].[Na+].N.[F:10][C:11]1[CH:16]=[CH:15][CH:14]=[C:13]([F:17])[C:12]=1[C:18]([N:20]1[CH2:25][CH2:24][N:23]([C:26]2[C:31]([CH3:32])=[CH:30][C:29]([N+:33]([O-])=O)=[CH:28][N:27]=2)[CH2:22][CH2:21]1)=[O:19]>C1COCC1.O>[NH2:33][C:29]1[CH:30]=[C:31]([CH3:32])[C:26]([N:23]2[CH2:22][CH2:21][N:20]([C:18]([C:12]3[C:13]([F:17])=[CH:14][CH:15]=[CH:16][C:11]=3[F:10])=[O:19])[CH2:25][CH2:24]2)=[N:27][CH:28]=1 |f:0.1.2,5.6|. Procedure: Add Na2S2O4 (10 equiv.) and aqueous ammonia (3 mL/mmol, 32%) to a solution of (2,6-difluoro-phenyl)-[4-(3-methyl-5-nitro-pyridin-2-yl)-piperazin-1-yl]-methanone (3 g, 8.29 mmol) in THF/H2O (166 mL, 1:1). Stir for 30 min., then separate layers. Extract the aqueous layer with DCM, EtOAc and isopropyl alcohol/EtOAc. Combine organic layers and dry over Na2SO4, filter and remove solvent under reduced pressure. Subject crude to a Varian™ SCX column and wash the column with MeOH and then flush off the ... Starting materials: CC1=NC=NC=C1B1OC(C(O1)(C)C)(C)C (4-Methyl-5-(4,4,5,5-tetramethyl-1,3,2-dioxaborolan-2-yl)pyrimidine), C(=O)([O-])[O-].[K+].[K+] (K2CO3), BrC=1C=C(C(=O)NC2=CC=C(C=C2)OC(F)(F)Cl)C=CC1N1C[C@@H]([C@H](C1)O)O (3-bromo-N-(4-(chlorodifluoromethoxy)phenyl)-4-((3S,4S)-3,4-dihydroxypyrrolidin-1-yl)benzamide). Reagents/catalysts: C=1C=CC(=CC1)[P](C=2C=CC=CC2)(C=3C=CC=CC3)[Pd]([P](C=4C=CC=CC4)(C=5C=CC=CC5)C=6C=CC=CC6)([P](C=7C=CC=CC7)(C=8C=CC=CC8)C=9C=CC=CC9)[P](C=1C=CC=CC1)(C=1C=CC=CC1)C=1C=CC=CC1 (Pd(PPh3)4). Solvent: CN(C)C=O (DMF). Run at temperature 130 celsius, time 2 hour. Yields the product ClC(OC1=CC=C(C=C1)NC(C1=CC(=C(C=C1)N1C[C@@H]([C@H](C1)O)O)C=1C(=NC=NC1)C)=O)(F)F (N-(4-(Chlorodifluoromethoxy)phenyl)-4-((3S,4S)-3,4-dihydroxypyrrolidin-1-yl)-3-(4-methylpyrimidin-5-yl)benzamide). RXN SMILES: [CH3:1][C:2]1[C:7](B2OC(C)(C)C(C)(C)O2)=[CH:6][N:5]=[CH:4][N:3]=1.C([O-])([O-])=O.[K+].[K+].Br[C:24]1[CH:25]=[C:26]([CH:41]=[CH:42][C:43]=1[N:44]1[CH2:48][C@H:47]([OH:49])[C@@H:46]([OH:50])[CH2:45]1)[C:27]([NH:29][C:30]1[CH:35]=[CH:34][C:33]([O:36][C:37]([Cl:40])([F:39])[F:38])=[CH:32][CH:31]=1)=[O:28]>CN(C=O)C.C1C=CC([P]([Pd]([P](C2C=CC=CC=2)(C2C=CC=CC=2)C2C=CC=CC=2)([P](C2C=CC=CC=2)(C2C=CC=CC=2)C2C=CC=CC=2)[P](C2C=CC=CC=2)(C2C=CC=CC=2)C2C=CC=CC=2)(C2C=CC=CC=2)C2C=CC=CC=2)=CC=1>[Cl:40][C:37]([F:38])([F:39])[O:36][C:33]1[CH:32]=[CH:31][C:30]([NH:29][C:27](=[O:28])[C:26]2[CH:25]=[CH:24][C:43]([N:44]3[CH2:45][C@H:46]([OH:50])[C@@H:47]([OH:49])[CH2:48]3)=[C:42]([C:7]3[C:2]([CH3:1])=[N:3][CH:4]=[N:5][CH:6]=3)[CH:41]=2)=[CH:35][CH:34]=1 |f:1.2.3,^1:59,61,80,99|. Procedure: 4-Methyl-5-(4,4,5,5-tetramethyl-1,3,2-dioxaborolan-2-yl)pyrimidine (Stage 297.1, 94 mg, 0.429 mmol), K2CO3 (118 mg, 0.857 mmol) and Pd(PPh3)4 (33.0 mg, 0.029 mmol) were added to a solution of 3-bromo-N-(4-(chlorodifluoromethoxy)phenyl)-4-((3S,4S)-3,4-dihydroxypyrrolidin-1-yl)benzamide (Stage 244.1, 150 mg, 0.286 mmol) in DMF (2.5 mL). at RT in a vial. The vial was evacuated/purged with argon, sealed and stirred at 130° C. for 2 h. The RM was diluted in EtOAc (80 mL), washed with water (3×30 mL),...